This data is from the Open Reaction Database (ORD), a public repository of structured organic reaction records. The task is: describe an organic reaction: reactants, conditions, products, and yield The reactants are Cc1cc(-c2ccc(C(F)(F)F)cc2)cc(-c2cccc(-c3cccc(N)c3)n2)n1, CS(=O)(=O)Cl, CCOC(C)=O. Yields the product Cc1cc(-c2ccc(C(F)(F)F)cc2)cc(-c2cccc(-c3cccc(NS(C)(=O)=O)c3)n2)n1. RXN SMILES: [CH3:1][c:2]1[cH:3][c:4](-[c:21]2[cH:22][cH:23][c:24]([C:27]([F:28])([F:29])[F:30])[cH:25][cH:26]2)[cH:5][c:6](-[c:8]2[n:9][c:10](-[c:14]3[cH:15][c:16]([NH2:20])[cH:17][cH:18][cH:19]3)[cH:11][cH:12][cH:13]2)[n:7]1.[CH3:31][S:32]([Cl:33])(=[O:34])=[O:35].[CH3:36][CH2:37][O:38][C:39]([CH3:40])=[O:41]>>[CH3:1][c:2]1[cH:3][c:4](-[c:21]2[cH:22][cH:23][c:24]([C:27]([F:28])([F:29])[F:30])[cH:25][cH:26]2)[cH:5][c:6](-[c:8]2[n:9][c:10](-[c:14]3[cH:15][c:16]([NH:20][S:32]([CH3:31])(=[O:34])=[O:35])[cH:17][cH:18][cH:19]3)[cH:11][cH:12][cH:13]2)[n:7]1. Starting materials: CCCCCCCCCCCCCCCc1cc(OCC(COC(=O)NCCCCCBr)Oc2cc(C)on2)no1, CN(C)C, CN(C)C=O, CC(C)O, ClC(Cl)Cl. Product: [Br-], CCCCCCCCCCCCCCCc1cc(OCC(COC(=O)NCCCCC[N+](C)(C)C)Oc2cc(C)on2)no1. As a reaction SMILES: [CH2:5]([CH2:6][CH2:7][CH2:8][CH2:9][CH2:10][CH2:11][CH2:12][CH2:13][CH2:14][CH2:15][CH2:16][CH2:17][CH2:18][CH3:19])[c:20]1[cH:21][c:22]([O:25][CH2:26][CH:27]([O:28][c:29]2[n:30][o:31][c:32]([CH3:34])[cH:33]2)[CH2:35][O:36][C:37]([NH:38][CH2:39][CH2:40][CH2:41][CH2:42][CH2:43][Br:44])=[O:45])[n:23][o:24]1.[CH3:1][N:2]([CH3:3])[CH3:4].[CH3:46][N:47]([CH3:48])[CH:49]=[O:50].[CH:51]([OH:52])([CH3:53])[CH3:54].[CH:55]([Cl:56])([Cl:57])[Cl:58]>>[Br-:44].[CH3:1][N+:2]([CH3:3])([CH3:4])[CH2:43][CH2:42][CH2:41][CH2:40][CH2:39][NH:38][C:37]([O:36][CH2:35][CH:27]([CH2:26][O:25][c:22]1[cH:21][c:20]([CH2:5][CH2:6][CH2:7][CH2:8][CH2:9][CH2:10][CH2:11][CH2:12][CH2:13][CH2:14][CH2:15][CH2:16][CH2:17][CH2:18][CH3:19])[o:24][n:23]1)[O:28][c:29]1[n:30][o:31][c:32]([CH3:34])[cH:33]1)=[O:45]. Starting materials: CC(=O)Cl, O=C(Nc1cc(C(F)(F)F)cc(C(F)(F)F)c1)c1cc(Cl)ccc1O, C1CCOC1, c1ccncc1. Yields the product CC(=O)Oc1ccc(Cl)cc1C(=O)Nc1cc(C(F)(F)F)cc(C(F)(F)F)c1. Reaction SMILES: [CH3:32][C:33]([Cl:34])=[O:35].[F:1][C:2]([c:3]1[cH:4][c:5]([NH:13][C:14]([c:15]2[c:16]([OH:22])[cH:17][cH:18][c:19]([Cl:21])[cH:20]2)=[O:23])[cH:6][c:7]([C:9]([F:10])([F:11])[F:12])[cH:8]1)([F:24])[F:25].[O:36]1[CH2:37][CH2:38][CH2:39][CH2:40]1.[cH:26]1[cH:27][cH:28][n:29][cH:30][cH:31]1>>[F:1][C:2]([c:3]1[cH:4][c:5]([NH:13][C:14]([c:15]2[c:16]([O:22][C:33]([CH3:32])=[O:35])[cH:17][cH:18][c:19]([Cl:21])[cH:20]2)=[O:23])[cH:6][c:7]([C:9]([F:10])([F:11])[F:12])[cH:8]1)([F:24])[F:25]. Starting materials: C(C)OC(\C=C\C1=NC(=CC=C1N)C1=CC=C(C=C1)C(F)(F)F)=O ((E)-3-[3-Amino-6-(4-trifluoromethyl-phenyl)-pyridin-2-yl]-acrylic acid ethyl ester). The reagents and catalysts are [Pd] (palladium). Run in O1CCCC1 (tetrahydrofuran). Reaction conditions: temperature 40 celsius, time 4 hour. Product: C(C)OC(CCC1=NC(=CC=C1N)C1=CC=C(C=C1)C(F)(F)F)=O (3-[3-Amino-6-(4-trifluoromethyl-phenyl)-pyridin-2-yl]-propionic acid ethyl ester). Yield: 99.4%. As a reaction SMILES: [CH2:1]([O:3][C:4](=[O:24])/[CH:5]=[CH:6]/[C:7]1[C:12]([NH2:13])=[CH:11][CH:10]=[C:9]([C:14]2[CH:19]=[CH:18][C:17]([C:20]([F:23])([F:22])[F:21])=[CH:16][CH:15]=2)[N:8]=1)[CH3:2]>O1CCCC1.[Pd]>[CH2:1]([O:3][C:4](=[O:24])[CH2:5][CH2:6][C:7]1[C:12]([NH2:13])=[CH:11][CH:10]=[C:9]([C:14]2[CH:19]=[CH:18][C:17]([C:20]([F:21])([F:22])[F:23])=[CH:16][CH:15]=2)[N:8]=1)[CH3:2]. Procedure: 2.4 g (E)-3-[3-Amino-6-(4-trifluoromethyl-phenyl)-pyridin-2-yl]-acrylic acid ethyl ester were dissolved in 50 ml tetrahydrofuran. 100 mg palladium on charcoil were added and the reaction mixture was stirred under an atmosphere of hydrogen at 40° C. for 4 hours. The cooled reaction mixture was filtered and the filtrate evaporated in vacuo to obtain 2.4 g 3-[3-Amino-6-(4-trifluoromethyl-phenyl)-pyridin-2-yl]-propionic acid ethyl ester.